describe an organic reaction: reactants, conditions, products, and yield From a dataset of the Open Reaction Database (ORD), a public repository of structured organic reaction records. The reactants are CN(C=CC(=O)C1=C(N(C(S1)=O)C)C)C (5-(3-dimethylamino-acryloyl)-3,4-dimethyl-3H-thiazol-2-one), [N+](=O)(O)[O-].CN1CCN(CC1)C1=CC=C(C=C1)NC(=N)N (N-[4-(4-methyl-piperazin-1-yl)-phenyl]-guanidine nitrate), CC#N (MeCN). Solvent: C(=O)(C(F)(F)F)O (CF3COOH). Yields the product CN1C(SC(=C1C)C1=NC(=NC=C1)NC1=CC=C(C=C1)N1CCN(CC1)C)=O (3,4-Dimethyl-5-{2-[4-(4-methyl-piperazin-1-yl)-phenylamino]-pyrimidin-4-yl}-3H-thiazol-2-one). RXN SMILES: CN(C)[CH:3]=[CH:4][C:5]([C:7]1[S:11][C:10](=[O:12])[N:9]([CH3:13])[C:8]=1[CH3:14])=O.[N+]([O-])(O)=O.[CH3:20][N:21]1[CH2:26][CH2:25][N:24]([C:27]2[CH:32]=[CH:31][C:30]([NH:33][C:34]([NH2:36])=[NH:35])=[CH:29][CH:28]=2)[CH2:23][CH2:22]1.CC#N>C(O)(C(F)(F)F)=O>[CH3:13][N:9]1[C:8]([CH3:14])=[C:7]([C:5]2[CH:4]=[CH:3][N:36]=[C:34]([NH:33][C:30]3[CH:29]=[CH:28][C:27]([N:24]4[CH2:25][CH2:26][N:21]([CH3:20])[CH2:22][CH2:23]4)=[CH:32][CH:31]=3)[N:35]=2)[S:11][C:10]1=[O:12] |f:1.2|. Procedure: This compound was prepared by condensation between 5-(3-dimethylamino-acryloyl)-3,4-dimethyl-3H-thiazol-2-one and N-[4-(4-methyl-piperazin-1-yl)-phenyl]-guanidine nitrate. Pale solid. Anal. RP-HPLC: tR=10.9 min (0-60% MeCN in 0.1% aq CF3COOH over 20 min, 1 mL/min, purity >97%). 1H-NMR (CDCl3) δ: 2.42 (m, 4H, CH2), 2.53 (s, 3H, CH3), 3.04 (m, 4H, CH2), 3.28 (s, 3H, CH3), 6.84 (d, 1H, J=5.5 Hz, pyrimidinyl-H), 6.86 (d, 2H, J=9.0 Hz, Ph-H), 7.54 (d, 2H, J=9.0 Hz, Ph-H), 8.35 (d, 1H, J=5.5 Hz, pyrim... Reactants: N1CCNCC1 (piperazine), crystals, ClCC(=O)Cl (chloroacetic chloride). The product is ClCC(=O)N1CCN(CC1)C(CCl)=O (N,N'-bischloroacetylpiperazine). As a reaction SMILES: [NH:1]1[CH2:6][CH2:5][NH:4][CH2:3][CH2:2]1.[Cl:7][CH2:8][C:9](Cl)=[O:10]>>[Cl:7][CH2:8][C:9]([N:1]1[CH2:6][CH2:5][N:4]([C:9](=[O:10])[CH2:8][Cl:7])[CH2:3][CH2:2]1)=[O:10]. Procedure details: By reacting 8.6 g of piperazine with 23 g of chloroacetic chloride in the same manner as described in Synthesis Example 1, 36 g of crystals of the title compound were obtained. Starting materials: CC(C)(C)OC(=O)NCCCN, CCN=C=NCCCN(C)C, CN(C)C=O, CCN(C(C)C)C(C)C, Cl, Cl, Nc1nc(Cl)cc(SCCC(=O)O)n1, On1nnc2ccccc21. Product: CC(C)(C)OC(=O)NCCCNC(=O)CCSc1cc(Cl)nc(N)n1. RXN SMILES: [C:37]([CH3:38])([CH3:39])([CH3:40])[O:41][C:42]([NH:43][CH2:44][CH2:45][CH2:46][NH2:47])=[O:48].[CH2:26]([N:27]=[C:28]=[N:29][CH2:30][CH2:31][CH2:32][N:33]([CH3:34])[CH3:35])[CH3:36].[CH3:59][N:60]([CH3:61])[CH:62]=[O:63].[CH:49]([N:50]([CH:51]([CH3:52])[CH3:53])[CH2:54][CH3:55])([CH3:56])[CH3:57].[ClH:25].[ClH:58].[NH2:1][c:2]1[n:3][c:4]([Cl:14])[cH:5][c:6]([S:8][CH2:9][CH2:10][C:11](=[O:12])[OH:13])[n:7]1.[OH:15][n:16]1[c:17]2[cH:18][cH:19][cH:20][cH:21][c:22]2[n:23][n:24]1>>[NH2:1][c:2]1[n:3][c:4]([Cl:14])[cH:5][c:6]([S:8][CH2:9][CH2:10][C:11](=[O:13])[NH:47][CH2:46][CH2:45][CH2:44][NH:43][C:42]([O:41][C:37]([CH3:38])([CH3:39])[CH3:40])=[O:48])[n:7]1. The reactants are CO, O=C(O)c1cccc2c1OCC2, O=S(=O)(O)O. The product is COC(=O)c1cccc2c1OCC2. As a reaction SMILES: [CH3:13][OH:14].[O:1]1[CH2:2][CH2:3][c:4]2[c:5]1[c:6]([C:10](=[O:11])[OH:12])[cH:7][cH:8][cH:9]2.[S:15](=[O:16])(=[O:17])([OH:18])[OH:19]>>[O:1]1[CH2:2][CH2:3][c:4]2[c:5]1[c:6]([C:10](=[O:11])[O:12][CH3:13])[cH:7][cH:8][cH:9]2. Reactants: O=[N+]([O-])c1cccc(CBr)c1, O=C([O-])[O-], CC(C)=O, COc1cc(F)c(F)cc1-c1ccc(O)cc1, O=[N+]([O-])c1cccc(COc2ccc(-c3ccc(F)cc3F)cc2)c1, [K+], [K+]. Yields the product COc1cc(F)c(F)cc1-c1ccc(OCc2cccc([N+](=O)[O-])c2)cc1. As a reaction SMILES: [Br:1][CH2:2][c:3]1[cH:4][c:5]([N+:9](=[O:10])[O-:11])[cH:6][cH:7][cH:8]1.[C:29](=[O:30])([O-:31])[O-:32].[CH3:60][C:61](=[O:62])[CH3:63].[F:12][c:13]1[cH:14][c:15]([O:27][CH3:28])[c:16](-[c:20]2[cH:21][cH:22][c:23]([OH:26])[cH:24][cH:25]2)[cH:17][c:18]1[F:19].[F:35][c:36]1[cH:37][c:38]([F:39])[cH:40][cH:41][c:42]1-[c:43]1[cH:44][cH:45][c:46]([O:47][CH2:48][c:49]2[cH:50][cH:51][cH:52][c:53]([N+:54]([O-:55])=[O:56])[cH:57]2)[cH:58][cH:59]1.[K+:33].[K+:34]>>[CH2:2]([c:3]1[cH:4][c:5]([N+:9](=[O:10])[O-:11])[cH:6][cH:7][cH:8]1)[O:26][c:23]1[cH:22][cH:21][c:20](-[c:16]2[c:15]([O:27][CH3:28])[cH:14][c:13]([F:12])[c:18]([F:19])[cH:17]2)[cH:25][cH:24]1. The reactants are CC(CN1C=NC=2C=NC=3C=CC=CC3C21)C (1-(2-methylpropyl)-1H-imidazo[4,5-c]quinoline), C(C)=O (acetaldehyde). Yields the product CC(O)C=1N(C2=C(C=NC=3C=CC=CC23)N1)CC(C)C (α-Methyl-1-(2-methylpropyl)-1H-imidazo[4,5-c]quinoline-2-methanol). Procedure details: Using the general method of Example 45, 1-(2-methylpropyl)-1H-imidazo[4,5-c]quinoline (20 g; 89 mmol) was reacted with acetaldehyde to provide the desired product. The structure was confirmed by nuclear magnetic resonance spectroscopy. Reaction SMILES: [CH3:1][CH:2]([CH3:17])[CH2:3][N:4]1[C:16]2[C:15]3[CH:14]=[CH:13][CH:12]=[CH:11][C:10]=3[N:9]=[CH:8][C:7]=2[N:6]=[CH:5]1.[CH:18](=[O:20])[CH3:19]>>[CH3:19][CH:18]([C:5]1[N:4]([CH2:3][CH:2]([CH3:17])[CH3:1])[C:16]2[C:15]3[CH:14]=[CH:13][CH:12]=[CH:11][C:10]=3[N:9]=[CH:8][C:7]=2[N:6]=1)[OH:20]. Starting materials: CO, COC(=O)C(=O)N(C)CC(F)(F)F, Cl, [Li+], [OH-], O. The product is CN(CC(F)(F)F)C(=O)C(=O)O. RXN SMILES: [CH3:17][OH:18].[CH3:1][N:2]([C:3]([C:4](=[O:5])[O:6][CH3:7])=[O:8])[CH2:9][C:10]([F:11])([F:12])[F:13].[ClH:16].[Li+:15].[OH-:14].[OH2:19]>>[CH3:1][N:2]([C:3]([C:4](=[O:5])[OH:6])=[O:8])[CH2:9][C:10]([F:11])([F:12])[F:13]. The reactants are Cl.IC=1C=C([NH3+])C=CC1 (3-iodoanilinium hydrochloride), CN(C#N)C (dimethylcyanamide). The solvent is O (water). Run at temperature 130 celsius. The product is IC=1C=C(C=CC1)NC(N(C)C)=N (N′-(3-iodophenyl)-N,N-dimethylguanidine). Isolated yield 81.0%. Reaction SMILES: Cl.[I:2][C:3]1[CH:4]=[C:5]([CH:7]=[CH:8][CH:9]=1)[NH3+:6].[CH3:10][N:11]([CH3:14])[C:12]#[N:13]>O>[I:2][C:3]1[CH:4]=[C:5]([NH:6][C:12](=[NH:13])[N:11]([CH3:14])[CH3:10])[CH:7]=[CH:8][CH:9]=1 |f:0.1|. Reported procedure: 46.00 g (0.21 mol) of 3-iodoaniline were admixed with 100 ml of 15% strength hydrochloric acid. The 3-iodoanilinium hydrochloride formed was filtered off with suction, recrystallized from water and dried under reduced pressure (yield: 52.57 g=98%). The total amount of the anilinium salt was mixed with 14.42 g (0.205 mol) of dimethylcyanamide and heated at 130° C. for 10 minutes on an oil bath. After the reaction had abated, the reaction mixture was cooled, admixed with 100 ml of water and the wa... Reactants: O=CC1CN(C(C(=O)O)C2CCCCC2)CC1c1ccccc1, Cl, Fc1cc(F)cc(CCCC2CCNCC2)c1, O=C(O)C(C1CCCCC1)N1CC(CN2CCC(O)(CCCc3ccccc3)CC2)C(c2ccccc2)C1. The product is O=C(O)C(C1CCCCC1)N1CC(CN2CCC(CCCc3cc(F)cc(F)c3)CC2)C(c2ccccc2)C1. Reaction SMILES: [CH:1](=[O:2])[CH:3]1[CH2:4][N:5]([CH:14]([C:15](=[O:16])[OH:17])[CH:18]2[CH2:19][CH2:20][CH2:21][CH2:22][CH2:23]2)[CH2:6][CH:7]1[c:8]1[cH:9][cH:10][cH:11][cH:12][cH:13]1.[ClH:79].[F:62][c:63]1[cH:64][c:65]([CH2:70][CH2:71][CH2:72][CH:73]2[CH2:74][CH2:75][NH:76][CH2:77][CH2:78]2)[cH:66][c:67]([F:69])[cH:68]1.[OH:24][C:25]1([CH2:26][CH2:27][CH2:28][c:29]2[cH:30][cH:31][cH:32][cH:33][cH:34]2)[CH2:35][CH2:36][N:37]([CH2:38][CH:39]2[CH:40]([c:41]3[cH:42][cH:43][cH:44][cH:45][cH:46]3)[CH2:47][N:48]([CH:49]([CH:50]3[CH2:51][CH2:52][CH2:53][CH2:54][CH2:55]3)[C:56]([OH:57])=[O:58])[CH2:59]2)[CH2:60][CH2:61]1>>[CH2:1]([CH:3]1[CH2:4][N:5]([CH:14]([C:15](=[O:16])[OH:17])[CH:18]2[CH2:19][CH2:20][CH2:21][CH2:22][CH2:23]2)[CH2:6][CH:7]1[c:8]1[cH:9][cH:10][cH:11][cH:12][cH:13]1)[N:76]1[CH2:75][CH2:74][CH:73]([CH2:72][CH2:71][CH2:70][c:65]2[cH:64][c:63]([F:62])[cH:68][c:67]([F:69])[cH:66]2)[CH2:78][CH2:77]1. As a reaction SMILES: [CH3:1][c:2]1[c:3]([N+:12](=[O:13])[O-:14])[c:4]([C:5](=[O:6])[OH:7])[c:8]([CH3:11])[cH:9][cH:10]1.[S:15]([Cl:16])([Cl:17])=[O:18].[cH:19]1[cH:20][cH:21][n:22][cH:23][cH:24]1.[cH:25]1[cH:26][cH:27][cH:28][cH:29][cH:30]1>>[CH3:1][c:2]1[c:3]([N+:12](=[O:13])[O-:14])[c:4]([C:5](=[O:6])[Cl:17])[c:8]([CH3:11])[cH:9][cH:10]1. Yields the product Cc1ccc(C)c([N+](=O)[O-])c1C(=O)Cl. Starting materials: Cc1ccc(C)c([N+](=O)[O-])c1C(=O)O, O=S(Cl)Cl, c1ccncc1, c1ccccc1.